From a dataset of the Open Reaction Database (ORD), a public repository of structured organic reaction records. describe an organic reaction: reactants, conditions, products, and yield Starting materials: COC=1C=C(C=C(C1OC)OC)C1=NC=CC(=C1)CN1CCC(CC1)=O (1-[[2-(3,4,5-trimethoxyphenyl)pyridin-4-yl]methyl]-4-piperidone), COC1=CC=C(C=C1)N (p-anisidine), 4A. The solvent is C1(=CC=CC=C1)C (toluene). Conditions: time 2 hour. The product is COC1=CC=C(C=C1)NC1CCN(CC1)CC1=CC(=NC=C1)C1=CC(=C(C(=C1)OC)OC)OC (4-(p-Anisidino)-1-[[2-(3,4,5-trimethoxyphenyl)pyridin-4-yl]methyl]-piperidine). Reaction SMILES: [CH3:1][O:2][C:3]1[CH:4]=[C:5]([C:13]2[CH:18]=[C:17]([CH2:19][N:20]3[CH2:25][CH2:24][C:23](=O)[CH2:22][CH2:21]3)[CH:16]=[CH:15][N:14]=2)[CH:6]=[C:7]([O:11][CH3:12])[C:8]=1[O:9][CH3:10].[CH3:27][O:28][C:29]1[CH:34]=[CH:33][C:32]([NH2:35])=[CH:31][CH:30]=1>C1(C)C=CC=CC=1>[CH3:27][O:28][C:29]1[CH:34]=[CH:33][C:32]([NH:35][CH:23]2[CH2:24][CH2:25][N:20]([CH2:19][C:17]3[CH:16]=[CH:15][N:14]=[C:13]([C:5]4[CH:4]=[C:3]([O:2][CH3:1])[C:8]([O:9][CH3:10])=[C:7]([O:11][CH3:12])[CH:6]=4)[CH:18]=3)[CH2:21][CH2:22]2)=[CH:31][CH:30]=1. Procedure: To a solution of 1-[[2-(3,4,5-trimethoxyphenyl)pyridin-4-yl]methyl]-4-piperidone (2.17 g) in toluene (40 mL) was added p-anisidine (900 mg) and molecular sieves 4A (6.0 g). The mixture was refluxed overnight, then filtered and the filtrate was evaporated. The residual oil was dissolved in ethanol (40 mL) and sodium borohydride (276 mg) was added. The mixture was stirred at room temperature for 2 hours before concentration in vacuo. The residue was dissolved in ethyl acetate, washed with brine, d...